Dataset: the Open Reaction Database (ORD), a public repository of structured organic reaction records. Task: describe an organic reaction: reactants, conditions, products, and yield The reactants are compound B, CN(C=C(C(=O)C=1C=C2C3=C(N(C2=CC1)C)N(C(C(=C3)C3=CC=C(C=C3)Cl)=O)C)C)C (6-(3-dimethylamino-2-methyl-acryloyl)-3-(4-chlorophenyl)-1,9-dimethyl-1,9-dihydropyrido[2,3-b]indol-2-one), O.NN (hydrazine hydrate). The product is ClC1=CC=C(C=C1)C1=CC2=C(N(C3=CC=C(C=C23)C=2NN=CC2C)C)N(C1=O)C (3-(4-Chlorophenyl)-1,9-dimethyl-6-(4-methyl-2H-pyrazol-3-yl)-1,9-dihydropyrido[2,3-b]indol-2-one). As a reaction SMILES: C[N:2](C)[CH:3]=[C:4]([CH3:30])[C:5]([C:7]1[CH:8]=[C:9]2[C:13](=[CH:14][CH:15]=1)[N:12]([CH3:16])[C:11]1[N:17]([CH3:29])[C:18](=[O:28])[C:19]([C:21]3[CH:26]=[CH:25][C:24]([Cl:27])=[CH:23][CH:22]=3)=[CH:20][C:10]2=1)=O.O.[NH2:33]N>>[Cl:27][C:24]1[CH:23]=[CH:22][C:21]([C:19]2[C:18](=[O:28])[N:17]([CH3:29])[C:11]3[N:12]([CH3:16])[C:13]4[C:9]([C:10]=3[CH:20]=2)=[CH:8][C:7]([C:5]2[NH:33][N:2]=[CH:3][C:4]=2[CH3:30])=[CH:15][CH:14]=4)=[CH:26][CH:25]=1 |f:1.2|. Procedure details: The process is carried out as indicated in Example 36 above, with compound B, 6-(3-dimethylamino-2-methyl-acryloyl)-3-(4-chlorophenyl)-1,9-dimethyl-1,9-dihydropyrido[2,3-b]indol-2-one and hydrazine hydrate. Product: NC1=C2C(C(C(C2=CC=C1)=O)(C1=C(C=C(C=C1)C(C)C)OC)O)=O (4-Amino-2-hydroxy-2-(4-isopropyl-2-methoxyphenyl)-2H-inden-1,3-dione). RXN SMILES: [OH:1][C:2]1([C:16]2[CH:21]=[CH:20][C:19]([CH:22]([CH3:24])[CH3:23])=[CH:18][C:17]=2[O:25][CH3:26])[C:10](=[O:11])[C:9]2[C:4](=[CH:5][CH:6]=[CH:7][C:8]=2[N+:12]([O-])=O)[C:3]1=[O:15].Cl.O>C(O)C.[Fe]>[NH2:12][C:8]1[CH:7]=[CH:6][CH:5]=[C:4]2[C:9]=1[C:10](=[O:11])[C:2]([OH:1])([C:16]1[CH:21]=[CH:20][C:19]([CH:22]([CH3:24])[CH3:23])=[CH:18][C:17]=1[O:25][CH3:26])[C:3]2=[O:15]. Procedure: 2-hydroxy-2-(4-isopropyl-2-methoxyphenyl)-4-nitro-2H-inden-1,3-dione (52 mg, 1.4 mmol) was completely dissolved in anhydrous ethanol (10 ml). This solution was added with iron (0.59 g, 10.6 mmol), conc. HCl (0.01 ml) and water (1 ml). The reaction mixture was heated for 3 hrs under reflux. After filtration at high temperature to remove iron, the filtrate was concentrated in a vacuum and purified using column chromatography (ethylacetate:hexane=1:2) to afford the title compound (0.32 g, 68%). Isolated yield 70.3%. Run in C(C)O (ethanol). Reagents/catalysts: [Fe] (iron). Reactants: OC1(C(C2=CC=CC(=C2C1=O)[N+](=O)[O-])=O)C1=C(C=C(C=C1)C(C)C)OC (2-hydroxy-2-(4-isopropyl-2-methoxyphenyl)-4-nitro-2H-inden-1,3-dione), Cl (HCl), O (water).